Dataset: the Open Reaction Database (ORD), a public repository of structured organic reaction records. Task: describe an organic reaction: reactants, conditions, products, and yield Reactants: CCCCCCCCCCCCCCCCCCOCC(COC(=O)CCCCl)OC(=O)NC, c1ccncc1. The product is CCCCCCCCCCCCCCCCCCOCC(COC(=O)CCC[n+]1ccccc1)OC(=O)NC, [Cl-]. Reaction SMILES: [Cl:1][CH2:2][CH2:3][CH2:4][C:5](=[O:6])[O:7][CH2:8][CH:9]([O:10][C:11]([NH:12][CH3:13])=[O:14])[CH2:15][O:16][CH2:17][CH2:18][CH2:19][CH2:20][CH2:21][CH2:22][CH2:23][CH2:24][CH2:25][CH2:26][CH2:27][CH2:28][CH2:29][CH2:30][CH2:31][CH2:32][CH2:33][CH3:34].[cH:35]1[cH:36][cH:37][n:38][cH:39][cH:40]1>>[CH2:2]([CH2:3][CH2:4][C:5](=[O:6])[O:7][CH2:8][CH:9]([O:10][C:11]([NH:12][CH3:13])=[O:14])[CH2:15][O:16][CH2:17][CH2:18][CH2:19][CH2:20][CH2:21][CH2:22][CH2:23][CH2:24][CH2:25][CH2:26][CH2:27][CH2:28][CH2:29][CH2:30][CH2:31][CH2:32][CH2:33][CH3:34])[n+:38]1[cH:37][cH:36][cH:35][cH:40][cH:39]1.[Cl-:1]. Reaction SMILES: [C:50](=[O:51])([O-:52])[O-:53].[Cl:16][c:17]1[cH:18][c:19](-[c:24]2[n:25][c:26]([N:31]([CH2:32][c:33]3[cH:34][cH:35][c:36]([O:39][CH3:40])[cH:37][cH:38]3)[CH2:41][c:42]3[cH:43][cH:44][c:45]([O:48][CH3:49])[cH:46][cH:47]3)[n:27][c:28]([CH3:30])[n:29]2)[c:20]([F:23])[n:21][cH:22]1.[K+:54].[K+:55].[O:100]=[C:101]([CH:102]=[CH:103][c:104]1[cH:105][cH:106][cH:107][cH:108][cH:109]1)[CH:110]=[CH:111][c:112]1[cH:113][cH:114][cH:115][cH:116][cH:117]1.[O:1]1[CH2:2][CH2:3][C:4]([B:7]2[O:8][C:9]([CH3:10])([CH3:11])[C:12]([CH3:13])([CH3:14])[O:15]2)=[CH:5][CH2:6]1.[O:56]1[CH2:57][CH2:58][O:59][CH2:60][CH2:61]1.[O:64]=[C:65]([CH:66]=[CH:67][c:68]1[cH:69][cH:70][cH:71][cH:72][cH:73]1)[CH:74]=[CH:75][c:76]1[cH:77][cH:78][cH:79][cH:80][cH:81]1.[O:82]=[C:83]([CH:84]=[CH:85][c:86]1[cH:87][cH:88][cH:89][cH:90][cH:91]1)[CH:92]=[CH:93][c:94]1[cH:95][cH:96][cH:97][cH:98][cH:99]1.[Pd:62].[Pd:63]>>[O:1]1[CH2:2][CH2:3][C:4]([c:17]2[cH:18][c:19](-[c:24]3[n:25][c:26]([N:31]([CH2:32][c:33]4[cH:34][cH:35][c:36]([O:39][CH3:40])[cH:37][cH:38]4)[CH2:41][c:42]4[cH:43][cH:44][c:45]([O:48][CH3:49])[cH:46][cH:47]4)[n:27][c:28]([CH3:30])[n:29]3)[c:20]([F:23])[n:21][cH:22]2)=[CH:5][CH2:6]1. Starting materials: O=C([O-])[O-], COc1ccc(CN(Cc2ccc(OC)cc2)c2nc(C)nc(-c3cc(Cl)cnc3F)n2)cc1, [K+], [K+], O=C(C=Cc1ccccc1)C=Cc1ccccc1, CC1(C)OB(C2=CCOCC2)OC1(C)C, C1COCCO1, O=C(C=Cc1ccccc1)C=Cc1ccccc1, O=C(C=Cc1ccccc1)C=Cc1ccccc1, [Pd], [Pd]. Product: COc1ccc(CN(Cc2ccc(OC)cc2)c2nc(C)nc(-c3cc(C4=CCOCC4)cnc3F)n2)cc1.